Dataset: the Open Reaction Database (ORD), a public repository of structured organic reaction records. Task: describe an organic reaction: reactants, conditions, products, and yield Starting materials: Cc1ccccc1, CC(C)N=C=O, Nc1ccc([N+](=O)[O-])cc1O. The product is CC(C)NC(=O)Nc1ccc([N+](=O)[O-])cc1O. RXN SMILES: [CH3:18][c:19]1[cH:20][cH:21][cH:22][cH:23][cH:24]1.[CH:1]([CH3:2])([CH3:3])[N:4]=[C:5]=[O:6].[NH2:7][c:8]1[c:9]([OH:17])[cH:10][c:11]([N+:14](=[O:15])[O-:16])[cH:12][cH:13]1>>[CH:1]([CH3:2])([CH3:3])[NH:4][C:5](=[O:6])[NH:7][c:8]1[c:9]([OH:17])[cH:10][c:11]([N+:14](=[O:15])[O-:16])[cH:12][cH:13]1. Reactants: C(C)(C)(C)OC(NC(=N)C1=CC=C(C=C1)CNC(=O)[C@@H]1CCC=2N1C(C(=CN2)NCC2=CC=CC=C2)=O)=O ((6S)-[(4-{[(3-benzylamino-4-oxo-4,6,7,8-tetrahydro-pyrrolo[1,2-a]pyrimidine-6-carbonyl)-amino]-methyl}-phenyl)-imino-methyl]-carbamic acid tert-butyl ester), C(C)(C)(C)OC(NC(=N)C1=CC=C(C=C1)CNC(=O)[C@@H]1CCC=2N1C(C(=CN2)N)=O)=O ((S)-[(4-{[(3-amino-4-oxo-4,6,7,8-tetrahydro-pyrrolo[1,2-a]pyrimidine-6-carbonyl)-amino]-methyl}-phenyl)-imino-methyl]-carbamic acid tert-butyl ester), C(CC)=O (propionaldehyde), [BH-](OC(=O)C)(OC(=O)C)OC(=O)C.[Na+] (NaBH(OAc)3). The product is C(C)(C)(C)OC(NC(=N)C1=CC=C(C=C1)CNC(=O)[C@@H]1CCC=2N1C(C(=CN2)NCCC)=O)=O ((S)-[(4-{[(3-propylamino-4-oxo-4,6,7,8-tetrahydro-pyrrolo[1,2-a]pyrimidine-6-carbonyl)-amino]-methyl}-phenyl)-imino-methyl]-carbamic acid tert-butyl ester). Yield: 46.0%. Reaction SMILES: [C:1]([O:5][C:6](=[O:38])[NH:7][C:8]([C:10]1[CH:15]=[CH:14][C:13]([CH2:16][NH:17][C:18]([C@H:20]2[N:24]3[C:25](=[O:37])[C:26]([NH:29][CH2:30][C:31]4C=CC=C[CH:32]=4)=[CH:27][N:28]=[C:23]3[CH2:22][CH2:21]2)=[O:19])=[CH:12][CH:11]=1)=[NH:9])([CH3:4])([CH3:3])[CH3:2].C(OC(=O)NC(C1C=CC(CNC([C@H]2N3C(=O)C(N)=CN=C3CC2)=O)=CC=1)=N)(C)(C)C.C(=O)CC.[BH-](OC(C)=O)(OC(C)=O)OC(C)=O.[Na+]>>[C:1]([O:5][C:6](=[O:38])[NH:7][C:8]([C:10]1[CH:15]=[CH:14][C:13]([CH2:16][NH:17][C:18]([C@H:20]2[N:24]3[C:25](=[O:37])[C:26]([NH:29][CH2:30][CH2:31][CH3:32])=[CH:27][N:28]=[C:23]3[CH2:22][CH2:21]2)=[O:19])=[CH:12][CH:11]=1)=[NH:9])([CH3:3])([CH3:2])[CH3:4] |f:3.4|. Procedure: Following a procedure similar to that for the preparation of intermediate 1k, intermediate 1j (100 mg, 0.234 mmol), propionaldehyde (15 mg, 0.258 mmol) and NaBH(OAc)3 (74.5 mg, 0.352 mmol) yielded 50.9 mg (46%) of intermediate 8a. MS (ESI) 469.1 (M+H+).